This data is from the Open Reaction Database (ORD), a public repository of structured organic reaction records. The task is: describe an organic reaction: reactants, conditions, products, and yield The reactants are COCc1cc(-c2cccc(C(=O)CC(=O)Nc3cc(Cl)c(N(C)C)cc3NC(=O)OC(C)(C)C)c2)on1, ClCCl, O=C(O)C(F)(F)F. Product: COCc1cc(-c2cccc(C3=Nc4cc(N(C)C)c(Cl)cc4NC(=O)C3)c2)on1. Reaction SMILES: [C:1]([O:2][C:3](=[O:4])[NH:7][c:8]1[c:9]([NH:18][C:19]([CH2:20][C:21](=[O:5])[c:23]2[cH:24][c:25](-[c:29]3[cH:30][c:31]([CH2:34][O:35][CH3:36])[n:32][o:33]3)[cH:26][cH:27][cH:28]2)=[O:37])[cH:10][c:11]([Cl:17])[c:12]([N:14]([CH3:15])[CH3:16])[cH:13]1)([CH3:6])([CH3:22])[CH3:38].[Cl:46][CH2:47][Cl:48].[F:39][C:40]([F:41])([F:42])[C:43]([OH:44])=[O:45]>>[N:7]1=[C:21]([c:23]2[cH:24][c:25](-[c:29]3[cH:30][c:31]([CH2:34][O:35][CH3:36])[n:32][o:33]3)[cH:26][cH:27][cH:28]2)[CH2:20][C:19](=[O:37])[NH:18][c:9]2[c:8]1[cH:13][c:12]([N:14]([CH3:15])[CH3:16])[c:11]([Cl:17])[cH:10]2.